Dataset: the Open Reaction Database (ORD), a public repository of structured organic reaction records. Task: describe an organic reaction: reactants, conditions, products, and yield Starting materials: CC(=O)CC(C)C, Cc1cc(C)cc(O)c1, Cc1cc(C)c(O)c(O)c1, [O-][O-], O=S(=O)(O)O. Yields the product Cc1cc(O)cc(C)c1O. RXN SMILES: [CH3:10][CH:11]([CH3:12])[CH2:13][C:14](=[O:15])[CH3:16].[CH3:1][c:2]1[cH:3][c:4]([CH3:5])[cH:6][c:7]([OH:8])[cH:9]1.[CH3:24][c:25]1[cH:26][c:27]([CH3:28])[cH:29][c:30]([OH:31])[c:32]1[OH:33].[O-:17][O-:18].[S:19](=[O:20])(=[O:21])([OH:22])[OH:23]>>[CH3:1][c:2]1[c:3]([OH:15])[c:4]([CH3:5])[cH:6][c:7]([OH:8])[cH:9]1. The reactants are ClCCCl (1,2-dichloroethane), OC1=NC=C(C2=CC=CC=C12)[N+](=O)[O-] (1-hydroxy-4-nitroisoquinoline), CC(C)O (i-PrOH). The solvent is O=P(Cl)(Cl)Cl (POCl3). Conditions: temperature 102.5 celsius, time 3.5 hour. Yields the product ClC1=NC=C(C2=CC=CC=C12)[N+](=O)[O-] (1-chloro-4-nitroisoquinoline). Yield: 76.0%. RXN SMILES: O[C:2]1[C:11]2[C:6](=[CH:7][CH:8]=[CH:9][CH:10]=2)[C:5]([N+:12]([O-:14])=[O:13])=[CH:4][N:3]=1.[Cl:15]CCCl.CC(O)C>O=P(Cl)(Cl)Cl>[Cl:15][C:2]1[C:11]2[C:6](=[CH:7][CH:8]=[CH:9][CH:10]=2)[C:5]([N+:12]([O-:14])=[O:13])=[CH:4][N:3]=1. Procedure: Stir a slurry of 1-hydroxy-4-nitroisoquinoline (62.2 g, 327 mmol) in POCl3 (180 mL) mechanically under nitrogen and heat to 100-105° C. for 1 hour resulting in a homogeneous dark brown solution. Exchange the condenser for a short-path distillation head, and remove excess POCl3 under reduced pressure (ca. 10-30 torr) resulting in a pot temperature of 55° C. To this mixture add 1,2-dichloroethane (150 mL), and warn the mixture to 70° C. to obtain a homogeneous solution. Cool the solution to 15° C.... Reagents/catalysts: C(C)(=O)[O-].[Pd+2].C(C)(=O)[O-] (palladium(II) acetate). The solvent is O1CCCC1 (tetrahydrofuran). Reported procedure: To a solution of 2.0 g of tert-butyl 3-bromo-5-cyano-1H-1-indazolecarboxylate in 30 ml tetrahydrofuran were added 70 mg of palladium(II) acetate, 218 mg of 2-(dicyclohexylphosphino)biphenyl, 1.19 g of potassium fluoride and 1.30 g of 4-fluorophenylboronic acid, and the mixture was stirred at 50° C. for one day. After removing the solvent by distillation, the residue was diluted with 40 ml of ethyl acetate. The mixture was sequentially washed with water and brine, dried over anhydrous magnesium s... As a reaction SMILES: Br[C:2]1[C:10]2[C:5](=[CH:6][CH:7]=[C:8]([C:11]#[N:12])[CH:9]=2)[N:4](C(OC(C)(C)C)=O)[N:3]=1.C1(P(C2CCCCC2)C2C=CC=CC=2C2C=CC=CC=2)CCCCC1.[F-].[K+].[F:47][C:48]1[CH:53]=[CH:52][C:51](B(O)O)=[CH:50][CH:49]=1>O1CCCC1.C([O-])(=O)C.[Pd+2].C([O-])(=O)C>[F:47][C:48]1[CH:53]=[CH:52][C:51]([C:2]2[C:10]3[C:5](=[CH:6][CH:7]=[C:8]([C:11]#[N:12])[CH:9]=3)[NH:4][N:3]=2)=[CH:50][CH:49]=1 |f:2.3,6.7.8|. Yield: 74.0%. Conditions: temperature 50 celsius, time 1 day. Starting materials: BrC1=NN(C2=CC=C(C=C12)C#N)C(=O)OC(C)(C)C (tert-butyl 3-bromo-5-cyano-1H-1-indazolecarboxylate), C1(CCCCC1)P(C1=C(C=CC=C1)C1=CC=CC=C1)C1CCCCC1 (2-(dicyclohexylphosphino)biphenyl), [F-].[K+] (potassium fluoride), FC1=CC=C(C=C1)B(O)O (4-fluorophenylboronic acid). The product is FC1=CC=C(C=C1)C1=NNC2=CC=C(C=C12)C#N (3-(4-Fluorophenyl)-1H-5-indazolecarbonitrile). The solvent is CN(C)C=O (DMF), C(C)(=O)OCC (ethyl acetate). Isolated yield 73.0%. Starting materials: C(C1=CC=CC=C1)OC1=C(C(=CC(=C1)OCC1=CC=CC=C1)O)C(C)=O (1-[2,4-bis(benzyloxy)-6-hydroxyphenyl]ethanone), C([O-])([O-])=O.[K+].[K+] (potassium carbonate), FC1=CC=C(C=C1)[N+](=O)[O-] (1-fluoro-4-nitrobenzene). Conditions: temperature 110 celsius. RXN SMILES: [CH2:1]([O:8][C:9]1[CH:14]=[C:13]([O:15][CH2:16][C:17]2[CH:22]=[CH:21][CH:20]=[CH:19][CH:18]=2)[CH:12]=[C:11]([OH:23])[C:10]=1[C:24](=[O:26])[CH3:25])[C:2]1[CH:7]=[CH:6][CH:5]=[CH:4][CH:3]=1.C(=O)([O-])[O-].[K+].[K+].F[C:34]1[CH:39]=[CH:38][C:37]([N+:40]([O-:42])=[O:41])=[CH:36][CH:35]=1>CN(C=O)C.C(OCC)(=O)C>[CH2:1]([O:8][C:9]1[CH:14]=[C:13]([O:15][CH2:16][C:17]2[CH:22]=[CH:21][CH:20]=[CH:19][CH:18]=2)[CH:12]=[C:11]([O:23][C:34]2[CH:39]=[CH:38][C:37]([N+:40]([O-:42])=[O:41])=[CH:36][CH:35]=2)[C:10]=1[C:24](=[O:26])[CH3:25])[C:2]1[CH:7]=[CH:6][CH:5]=[CH:4][CH:3]=1 |f:1.2.3|. Product: C(C1=CC=CC=C1)OC1=C(C(=CC(=C1)OCC1=CC=CC=C1)OC1=CC=C(C=C1)[N+](=O)[O-])C(C)=O (1-[2,4-Bis(benzyloxy)-6-(4-nitrophenoxy)phenyl]ethanone). Procedure details: A stirred suspension of 1-[2,4-bis(benzyloxy)-6-hydroxyphenyl]ethanone (Bulletin of the Chemical Society of Japan (1985), 58(1), 136-41) (5.2 g, 15 mmol), potassium carbonate (3.1 g, 22 mmol) and 1-fluoro-4-nitrobenzene (2.1 g, 15 mmol) in DMF (10 mL) was heated at 110° C. for 2 hours. The reaction mixture was diluted with ethyl acetate (100 mL) and thoroughly washed with brine (4×50 mL). The organic phase was dried over Na2SO4 and then evaporated to dryness. The crude was chromatographed on a s... Starting materials: CO, CC(C)(C)OC(=O)Nc1cc(Oc2ccc([N+](=O)[O-])cc2F)ncn1, [H][H]. Product: CC(C)(C)OC(=O)Nc1cc(Oc2ccc(N)cc2F)ncn1. Reaction SMILES: [CH3:28][OH:29].[F:1][c:2]1[c:3]([O:4][c:5]2[cH:6][c:7]([NH:11][C:12]([O:13][C:14]([CH3:15])([CH3:16])[CH3:17])=[O:18])[n:8][cH:9][n:10]2)[cH:19][cH:20][c:21]([N+:23]([O-:24])=[O:25])[cH:22]1.[H:26][H:27]>>[F:1][c:2]1[c:3]([O:4][c:5]2[cH:6][c:7]([NH:11][C:12]([O:13][C:14]([CH3:15])([CH3:16])[CH3:17])=[O:18])[n:8][cH:9][n:10]2)[cH:19][cH:20][c:21]([NH2:23])[cH:22]1. Starting materials: [Cl-].[NH4+] (ammonium chloride), COC(=O)C=1C=C2CC(C(NC2=CC1)C1=CC(=CC(=C1)F)Br)(C)C (2-(3-bromo-5-fluoro-phenyl)-3,3-dimethyl-1,2,3,4-tetrahydro-quinoline-6-carboxylic acid methyl ester), N1C(CCC1)=O (pyrrolidin-2-one), N1[C@H](C(=O)O)CCC1 (L-proline), [OH-].[K+] (potassium hydroxide). The reagents and catalysts are [Cu+] (copper (I)). The solvent is CS(=O)C (DMSO). Conditions: temperature 120 celsius, time 2 hour. Product: C(C)OC(=O)C=1C=C2CC(C(NC2=CC1)C1=CC(=CC(=C1)N1C(CCC1)=O)F)(C)C (2-[3-fluoro-5-(2-oxo-pyrrolidin-1-yl)-phenyl]-3,3-dimethyl-1,2,3,4-tetrahydro-quinoline-6-carboxylic acid ethyl ester). The yield is 101.5%. RXN SMILES: [CH3:1][O:2][C:3]([C:5]1[CH:6]=[C:7]2[C:12](=[CH:13][CH:14]=1)[NH:11][CH:10]([C:15]1[CH:20]=[C:19]([F:21])[CH:18]=[C:17](Br)[CH:16]=1)[C:9]([CH3:24])([CH3:23])[CH2:8]2)=[O:4].[NH:25]1[CH2:29][CH2:28][CH2:27][C:26]1=[O:30].N1CCC[C@H:32]1C(O)=O.[OH-].[K+].[Cl-].[NH4+]>CS(C)=O.[Cu+]>[CH2:1]([O:2][C:3]([C:5]1[CH:6]=[C:7]2[C:12](=[CH:13][CH:14]=1)[NH:11][CH:10]([C:15]1[CH:16]=[C:17]([N:25]3[CH2:29][CH2:28][CH2:27][C:26]3=[O:30])[CH:18]=[C:19]([F:21])[CH:20]=1)[C:9]([CH3:24])([CH3:23])[CH2:8]2)=[O:4])[CH3:32] |f:3.4,5.6|. Procedure details: A mixture of 2-(3-bromo-5-fluoro-phenyl)-3,3-dimethyl-1,2,3,4-tetrahydro-quinoline-6-carboxylic acid methyl ester (0.41 g, 1.0 mmol), pyrrolidin-2-one (0.24 g, 3.0 mmol), copper (I) iodidie (110 mg, 0.6 mmol), L-proline (69 mg, 0.6 mmol) and potassium hydroxide (33.6 mg, 0.6 mmol) in DMSO (2 mL) was stirred at 120° C. for 2 hours. Then treated with saturated ammonium chloride (20 mL), extracted with ether (100 mL). After removal of solvent, the residue was purified on flash silica gel chromatogr...